Dataset: the Open Reaction Database (ORD), a public repository of structured organic reaction records. Task: describe an organic reaction: reactants, conditions, products, and yield Reactants: NC=1NC(C=2N=CN(C2N1)C1CC(C(C1)O)(CO)O)=O (2-amino-1,9-dihydro-9-[3,4-dihydroxy-3-(hydroxymethyl)-1-cyclopentanyl]-6H-purin-6-one). Run in O (water). Reaction conditions: temperature 65 celsius, time 22 hour. Product: O.NC=1NC(C=2N=CN(C2N1)C1CC(C(C1)O)(CO)O)=O (2-amino-1,9-dihydro-9-[3,4-dihydroxy-3-(hydroxymethyl)-1-cyclopentanyl]-6H-purin-6-one hydrate). Isolated yield 90.0%. RXN SMILES: [NH2:1][C:2]1[NH:3][C:4](=[O:20])[C:5]2[N:6]=[CH:7][N:8]([CH:11]3[CH2:15][CH:14]([OH:16])[C:13]([OH:19])([CH2:17][OH:18])[CH2:12]3)[C:9]=2[N:10]=1>O>[OH2:16].[NH2:1][C:2]1[NH:3][C:4](=[O:20])[C:5]2[N:6]=[CH:7][N:8]([CH:11]3[CH2:15][CH:14]([OH:16])[C:13]([OH:19])([CH2:17][OH:18])[CH2:12]3)[C:9]=2[N:10]=1 |f:2.3|. Procedure: A 3 liter, four-necked round-bottomed flask equipped with an air driven stirrer, a thermostat-controlled heating mantle, a reflux condenser vented through a bleach trap and a fine fritted gas inlet tube was charged with 42.7 g (0.127 mole) of (1'S, 3'S, 4'S)-2-amino-1,9-dihydro-9-[3,4-dihydroxy-3-(hydroxymethyl)-1-cyclopentanyl]-6H-purin-6-one dimethylaminal of Formula (Ip) and 1.14 L of deionized water. The slurry was heated with stirring to 65° C. to form a homogeneous solution, then hydrogen ... Starting materials: C(CCCCCCC\C=C/C\C=C/CCCCC)(=O)O (linoleic acid), fatty acids, C(CCCCC)=O (hexanal), C(CCCCC)O (hexanol). Product: C(C=CC=CCCCCC)=O (2,4 decadienal). Reaction SMILES: [C:1](O)(=[O:19])[CH2:2][CH2:3][CH2:4][CH2:5][CH2:6][CH2:7][CH2:8]/[CH:9]=[CH:10]\C/C=C\CCCCC.C(=O)CCCCC.C(O)CCCCC>>[CH:1](=[O:19])[CH:2]=[CH:3][CH:4]=[CH:5][CH2:6][CH2:7][CH2:8][CH2:9][CH3:10]. Procedure details: In accordance with the invention, soybean seed are provided containing lipoxygenases 1, 2 and 3 and greater than about 10% linoleic acid as a percentage to total fatty acids that produces less than 20 μg of total 2,4 decadienal plus hexanal plus hexanol per gram of ground seeds following oxidation under mild aqueous conditions. Starting materials: N#CBr (cyanogen bromide), [N+](=O)([O-])C1=C(O)C=CC=C1O (2-nitroresorcinol). Reagents/catalysts: [Pd] (palladium on charcoal). Solvent: CO (methanol), O (water), CO (methanol). Reaction conditions: time 18 hour. Yields the product NC=1OC=2C(N1)=C(C=CC2)O (2-amino-benzooxazol-4-ol). Isolated yield 93.2%. As a reaction SMILES: [N+:1]([C:4]1[C:10]([OH:11])=[CH:9][CH:8]=[CH:7][C:5]=1[OH:6])([O-])=O.[N:12]#[C:13]Br>CO.[Pd].O>[NH2:12][C:13]1[O:6][C:5]2[C:4](=[C:10]([OH:11])[CH:9]=[CH:8][CH:7]=2)[N:1]=1. Procedure details: To a stirred solution of 30 g (193 mmol) 2-nitroresorcinol in 900 ml methanol was added 2.00 g 10% palladium on charcoal, and the mixture was then stirred for 18 h at room temperature under an atmosphere of hydrogen. The mixture was then filtered and the filtrate, which contained 2-aminoresorcinol, added dropwise to a stirred solution of 22.5 g (213 mmol) cyanogen bromide in 230 ml methanol and 100 ml water. Stirring was continued for 2 h at room temperature, and then the mixture was concentrate...